From a dataset of the Open Reaction Database (ORD), a public repository of structured organic reaction records. describe an organic reaction: reactants, conditions, products, and yield The reactants are CN(C)c1ccncc1, CN(C)C=O, O=C(Cl)C(=O)Cl, ClCCl, N#Cc1ccc(N)c(F)c1, CC(C)C(NC(=O)OCC1c2ccccc2-c2ccccc21)C(=O)O, c1ccncc1. The product is CC(C)C(NC(=O)OCC1c2ccccc2-c2ccccc21)C(=O)Nc1ccc(C#N)cc1F. Reaction SMILES: [CH3:51][N:52]([CH3:53])[c:54]1[cH:55][cH:56][n:57][cH:58][cH:59]1.[CH3:60][N:61]([CH3:62])[CH:63]=[O:64].[Cl:26][C:27]([C:28]([Cl:29])=[O:30])=[O:31].[Cl:48][CH2:49][Cl:50].[NH2:32][c:33]1[c:34]([F:41])[cH:35][c:36]([C:37]#[N:38])[cH:39][cH:40]1.[cH:1]1[cH:2][cH:3][cH:4][c:5]2[c:13]1[CH:12]([CH2:14][O:15][C:16](=[O:17])[NH:18][CH:19]([C:20](=[O:21])[OH:22])[CH:23]([CH3:24])[CH3:25])[c:11]1[c:6]-2[cH:7][cH:8][cH:9][cH:10]1.[cH:42]1[cH:43][cH:44][n:45][cH:46][cH:47]1>>[cH:1]1[cH:2][cH:3][cH:4][c:5]2[c:13]1[CH:12]([CH2:14][O:15][C:16](=[O:17])[NH:18][CH:19]([C:20](=[O:22])[NH:32][c:33]1[c:34]([F:41])[cH:35][c:36]([C:37]#[N:38])[cH:39][cH:40]1)[CH:23]([CH3:24])[CH3:25])[c:11]1[c:6]-2[cH:7][cH:8][cH:9][cH:10]1. The reactants are C(C)(C)(C)OC(NC1=C(C=CC=C1)NC(=O)C1=CC2=C(S1)C=CC(=C2)OCCN(C)C)=O ((2-{[5-(2-Dimethylamino-ethoxy)-benzo[b]thiophene-2-carbonyl]-amino}-phenyl)-carbamic acid tert-butyl ester), C([O-])(O)=O.[Na+] (sodium bicarbonate). Solvent: FC(C(=O)O)(F)F (trifluoroacetic acid). Reported procedure: A solution of 72 mg (0.158 mmol) (2-{[5-(2-Dimethylamino-ethoxy)-benzo[b]thiophene-2-carbonyl]-amino}-phenyl)-carbamic acid tert-butyl ester (5) in 1.0 ml trifluoroacetic acid was stirred for 60 min at room temperature and then added to an aqueous solution of sodium bicarbonate. After extraction with ethyl acetate and removal of the solvent the residue was recrystallized from ethyl acetate/diethyl ether to yield 35 mg (0.10 mmol) 5-(2-Dimethylamino-ethoxy)-benzo[b]thiophene-2-carboxylic acid (2-... Yields the product NC1=C(C=CC=C1)NC(=O)C1=CC2=C(S1)C=CC(=C2)OCCN(C)C (5-(2-Dimethylamino-ethoxy)-benzo[b]thiophene-2-carboxylic acid (2-amino-phenyl)-amide). Isolated yield 63.3%. RXN SMILES: C(OC(=O)[NH:7][C:8]1[CH:13]=[CH:12][CH:11]=[CH:10][C:9]=1[NH:14][C:15]([C:17]1[S:21][C:20]2[CH:22]=[CH:23][C:24]([O:26][CH2:27][CH2:28][N:29]([CH3:31])[CH3:30])=[CH:25][C:19]=2[CH:18]=1)=[O:16])(C)(C)C.C(=O)(O)[O-].[Na+]>FC(F)(F)C(O)=O>[NH2:7][C:8]1[CH:13]=[CH:12][CH:11]=[CH:10][C:9]=1[NH:14][C:15]([C:17]1[S:21][C:20]2[CH:22]=[CH:23][C:24]([O:26][CH2:27][CH2:28][N:29]([CH3:31])[CH3:30])=[CH:25][C:19]=2[CH:18]=1)=[O:16] |f:1.2|. Reactants: [Co] (Cobalt), cobaltic oxide, O (water), C(C)(=O)O (acetic acid). The product is C(C)(=O)[O-].[Co+3].C(C)(=O)[O-].C(C)(=O)[O-] (cobalt (III) acetate). As a reaction SMILES: [Co:1].O.[C:3]([OH:6])(=[O:5])[CH3:4]>>[C:3]([O-:6])(=[O:5])[CH3:4].[Co+3:1].[C:3]([O-:6])(=[O:5])[CH3:4].[C:3]([O-:6])(=[O:5])[CH3:4] |f:3.4.5.6|. Procedure details: Cobalt Micelle: Weighed 10 grams of cobaltic oxide (Co2O3), and added to 500 ml of distilled water. Added 11.5 ml of glacial acetic acid to yield a cobalt (III) acetate in solution. Added 100 grams of chrysotile (Union Carbide, high purity, grade 7) and diluted to 3.5 liters with distilled water. Heated the suspension to 100° C. and added 180 ml of 1 N sodium hydroxide to precipitate a cobalt micelle oxide onto the asbestos surface. Continued to heat and stir for 30 minutes. Removed from heat an... Starting materials: CN(C)C=O, COc1cc(OC)c2[nH]cc(-c3cc4cccnc4n3S(=O)(=O)c3ccc(C)cc3)c2c1, [H-], CI, [Na+], O. Product: COc1cc(OC)c2c(c1)c(-c1cc3cccnc3n1S(=O)(=O)c1ccc(C)cc1)cn2C. RXN SMILES: [CH3:38][N:39]([CH3:40])[CH:41]=[O:42].[CH3:3][O:4][c:5]1[cH:6][c:7]2[c:8](-[c:16]3[cH:17][c:18]4[c:19]([n:20][cH:21][cH:22][cH:23]4)[n:24]3[S:25](=[O:26])(=[O:27])[c:28]3[cH:29][cH:30][c:31]([CH3:34])[cH:32][cH:33]3)[cH:9][nH:10][c:11]2[c:12]([O:14][CH3:15])[cH:13]1.[H-:1].[I:35][CH3:36].[Na+:2].[OH2:37]>>[CH3:3][O:4][c:5]1[cH:6][c:7]2[c:8](-[c:16]3[cH:17][c:18]4[c:19]([n:20][cH:21][cH:22][cH:23]4)[n:24]3[S:25](=[O:26])(=[O:27])[c:28]3[cH:29][cH:30][c:31]([CH3:34])[cH:32][cH:33]3)[cH:9][n:10]([CH3:36])[c:11]2[c:12]([O:14][CH3:15])[cH:13]1.